Dataset: the Open Reaction Database (ORD), a public repository of structured organic reaction records. Task: describe an organic reaction: reactants, conditions, products, and yield Starting materials: CCS, CCOCC, CC1(C(=O)O)CC1, O=S(Cl)Cl. Product: CCOC(=O)C1(C)CC1. As a reaction SMILES: [CH2:12]([CH3:13])[SH:14].[CH3:15][CH2:16][O:17][CH2:18][CH3:19].[CH3:1][C:2]1([C:5](=[O:6])[OH:7])[CH2:3][CH2:4]1.[S:8]([Cl:9])([Cl:10])=[O:11]>>[CH3:1][C:2]1([C:5]([O:6][CH2:12][CH3:13])=[O:7])[CH2:3][CH2:4]1.